From a dataset of the Open Reaction Database (ORD), a public repository of structured organic reaction records. describe an organic reaction: reactants, conditions, products, and yield Starting materials: C(CCC)[Li] (butyl lithium), CN1C(C2=CC=CC=C2C(=C1/C=C/C=O)C1=CC=CC=C1)=O ((E)-3-(2-methyl-1-oxo-4-phenyl-1,2-dihydroisoquinolin-3-yl)propenal), [Cl-].[NH4+] (ammonium chloride), [H-].[Na+] (sodium hydride), C(CC(=O)C)(=O)OCC (ethyl acetoacetate). Solvent: CCCCCC (hexane), O1CCCC1 (tetrahydrofuran), O1CCCC1 (tetrahydrofuran), O (water), C(C)OCC (diethyl ether), C(C)(=O)OCC (ethyl acetate). Reaction conditions: temperature -10 celsius, time 5 minute. Product: OC(CC(CC(=O)OCC)=O)\C=C\C=1N(C(C2=CC=CC=C2C1C1=CC=CC=C1)=O)C (ethyl (E)-5-hydroxy-7-(2-methyl-1-oxo-4-phenyl-1,2-dihydroisoquinolin-3-yl)-3-oxohept-6-enoate). Yield: 71.0%. As a reaction SMILES: [H-].[Na+].[C:3]([O:9][CH2:10][CH3:11])(=[O:8])[CH2:4][C:5]([CH3:7])=[O:6].C([Li])CCC.[CH3:17][N:18]1[C:27](/[CH:28]=[CH:29]/[CH:30]=[O:31])=[C:26]([C:32]2[CH:37]=[CH:36][CH:35]=[CH:34][CH:33]=2)[C:25]2[C:20](=[CH:21][CH:22]=[CH:23][CH:24]=2)[C:19]1=[O:38].[Cl-].[NH4+]>O1CCCC1.CCCCCC.C(OCC)(=O)C.O.C(OCC)C>[OH:31][CH:30](/[CH:29]=[CH:28]/[C:27]1[N:18]([CH3:17])[C:19](=[O:38])[C:20]2[C:25]([C:26]=1[C:32]1[CH:37]=[CH:36][CH:35]=[CH:34][CH:33]=1)=[CH:24][CH:23]=[CH:22][CH:21]=2)[CH2:7][C:5](=[O:6])[CH2:4][C:3]([O:9][CH2:10][CH3:11])=[O:8] |f:0.1,5.6|. Procedure: A stirred suspension of sodium hydride (0.078 g; 80% dispersion in mineral oil) in dry tetrahydrofuran (10 ml) under an atmosphere of nitrogen and at -10° C. was treated with ethyl acetoacetate (0.312 g), dropwise, during 5 minutes. The mixture was stirred for 30 minutes and then it was treated with a solution of butyl lithium in hexane (1 ml; 2.5M) during a period of 5 minutes, whilst maintaining the temperature at -10° C. The mixture was stirred for a further period of 20 minutes at -10° C. an...